This data is from the Open Reaction Database (ORD), a public repository of structured organic reaction records. The task is: describe an organic reaction: reactants, conditions, products, and yield The reactants are [N+](=O)([O-])C1=C(CC(C#N)CCC=C)C=C(C=C1)OC1=CC=CC=C1 (2-(2-nitro-5-phenoxy-benzyl)-hex-5-enenitrile), I(=O)(=O)(=O)[O-].[Na+] (sodium periodate), O (water), ClCCl (dichloromethane). Yields the product C(#N)C(CCC(=O)O)CC1=C(C=CC(=C1)OC1=CC=CC=C1)[N+](=O)[O-] (4-cyano-5-(2-nitro-5-phenoxy-phenyl)-pentanoic acid). Reagents/catalysts: [Ru](Cl)(Cl)Cl (ruthenium trichloride). Reported procedure: 2-(2-nitro-5-phenoxy-benzyl)-hex-5-enenitrile (1.07 g, 3.31 mmol) was dissolved in a mixture of acetonitrile (10 mL) and carbon tetrachloride (10 mL). In a separate vial sodium periodate (2.84 g, 13.28 mmol) was dissolved in water (15 mL), and this solution was added to the reaction mixture followed by ruthenium trichloride (0.021 g, 0.100 mmol). The reaction mixture was stirred vigorously for 16 h, and the next morning the reaction mixture was added to a separatory funnel with dichloromethane. ... Conditions: time 16 hour. As a reaction SMILES: [N+:1]([C:4]1[CH:17]=[CH:16][C:15]([O:18][C:19]2[CH:24]=[CH:23][CH:22]=[CH:21][CH:20]=2)=[CH:14][C:5]=1[CH2:6][CH:7]([CH2:10][CH2:11][CH:12]=C)[C:8]#[N:9])([O-:3])=[O:2].I([O-])(=O)(=O)=[O:26].[Na+].ClCCl.[OH2:34]>C(#N)C.C(Cl)(Cl)(Cl)Cl.[Ru](Cl)(Cl)Cl>[C:8]([CH:7]([CH2:6][C:5]1[CH:14]=[C:15]([O:18][C:19]2[CH:24]=[CH:23][CH:22]=[CH:21][CH:20]=2)[CH:16]=[CH:17][C:4]=1[N+:1]([O-:3])=[O:2])[CH2:10][CH2:11][C:12]([OH:26])=[O:34])#[N:9] |f:1.2|. The solvent is C(C)#N (acetonitrile), C(Cl)(Cl)(Cl)Cl (carbon tetrachloride). Starting materials: CN(C(=S)N)C (N,N-dimethylthiourea), [O-]S(=O)(=O)[O-].[Mg+2] (MgSO4), ClCC(=O)CCl (1,3-dichloroacetone). The solvent is CC(=O)C (acetone), CC(=O)C (acetone). Yields the product ClCC=1N=C(SC1)N(C)C (4-(Chloromethyl)-2-(dimethylamino)thiazole). The yield is 55.0%. As a reaction SMILES: [CH3:1][N:2]([CH3:6])[C:3]([NH2:5])=[S:4].[O-]S([O-])(=O)=O.[Mg+2].[Cl:13][CH2:14][C:15]([CH2:17]Cl)=O>CC(C)=O>[Cl:13][CH2:14][C:15]1[N:5]=[C:3]([N:2]([CH3:6])[CH3:1])[S:4][CH:17]=1 |f:1.2|. Procedure: A mixture of 15 g (144 mmol) of N,N-dimethylthiourea and excess MgSO4 in 350 ml of acetone was heated to reflux and treated dropwise with a solution of 18.3 g (144 mmol) of 1,3-dichloroacetone in 35 ml of acetone. The resulting mixture was heated at reflux for 1.5 h, allowed to cool, filtered, and concentrated in vacuo. The residue was purified by silica gel chromatography using 20% ethyl acetate in hexane to provide 14.0 g (70%) of the desired compound. The reactants are S1C=CC2=NC(=CC=C21)CCO (2-(thieno[3,2-b]pyridin-5-yl)ethanol), BrC1=CSC=2C=NNC(C21)=O (3-bromothieno[2,3-d]pyridazin-4(5H)-one), C1(=CC=CC=C1)P(C1=CC=CC=C1)C1=CC=CC=C1 (triphenylphosphine), N(=N\C(=O)OCC)/C(=O)OCC ((E)-diethyl diazene-1,2-dicarboxylate). The solvent is C1CCOC1 (THF), C1CCOC1 (THF). Reaction conditions: temperature 0 celsius, time 1 hour. Yields the product BrC1=CSC=2C=NN(C(C21)=O)CCC2=CC=C1C(=N2)C=CS1 (3-Bromo-5-[2-(thieno[3,2-b]pyridin-5-yl)ethyl]thieno[2,3-d]pyridazin-4(5H)-one). Yield: 47.1%. RXN SMILES: [Br:1][C:2]1[C:10]2[C:9](=[O:11])[NH:8][N:7]=[CH:6][C:5]=2[S:4][CH:3]=1.C1(P(C2C=CC=CC=2)C2C=CC=CC=2)C=CC=CC=1.N(/C(OCC)=O)=N\C(OCC)=O.[S:43]1[C:51]2[C:46](=[N:47][C:48]([CH2:52][CH2:53]O)=[CH:49][CH:50]=2)[CH:45]=[CH:44]1>C1COCC1>[Br:1][C:2]1[C:10]2[C:9](=[O:11])[N:8]([CH2:53][CH2:52][C:48]3[N:47]=[C:46]4[CH:45]=[CH:44][S:43][C:51]4=[CH:50][CH:49]=3)[N:7]=[CH:6][C:5]=2[S:4][CH:3]=1. Reported procedure: To a mixture of 3-bromothieno[2,3-d]pyridazin-4(5H)-one (100 mg, 0.433 mmol) from Example 3.3 and triphenylphosphine (227 mg, 0.866 mmol) in THF (2 mL) was added (E)-diethyl diazene-1,2-dicarboxylate (151 mg, 0.866 mmol) dropwise at 0° C. After the addition, the mixture was stirred for 1 h at 0° C. Then 2-(thieno[3,2-b]pyridin-5-yl)ethanol from Example a3 (78 mg, 0.433 mmol) in THF (1 mL) was added dropwise. The mixture was stirred at room temperature overnight. The solution was filtered to obta... Reactants: O=C(O)c1ccc(CBr)cc1, ClCCl, C=[N+]=[N-]. Product: COC(=O)c1ccc(CBr)cc1. Reaction SMILES: [Br:4][CH2:5][c:6]1[cH:7][cH:8][c:9]([C:10](=[O:11])[OH:12])[cH:13][cH:14]1.[CH2:15]([Cl:16])[Cl:17].[N+:1](=[N-:2])=[CH2:3]>>[CH3:3][O:12][C:10]([c:9]1[cH:8][cH:7][c:6]([CH2:5][Br:4])[cH:14][cH:13]1)=[O:11]. The reactants are C[Si](C)(C)C#N (trimethylsilyl cyanide), [Sn](Cl)(Cl)(Cl)Cl (tin (IV) chloride), C1(=CC(=CC=C1)C(=O)Cl)C (m-toluoyl chloride), O=P12OP3(=O)OP(=O)(O1)OP(=O)(O2)O3 (phosphorus pentoxide), [Sn](Cl)(Cl)(Cl)Cl (tin (IV) chloride). Solvent: C(Cl)Cl (methylene chloride). Run at time 2 hour. Yields the product C1(=CC(=CC=C1)C(=O)C#N)C (m-Toluoyl cyanide), dark brown oil. RXN SMILES: [C:1]1([CH3:10])[CH:6]=[CH:5][CH:4]=[C:3]([C:7](Cl)=[O:8])[CH:2]=1.O=P12OP3(OP(OP(O3)(O1)=O)(=O)O2)=O.C[Si]([C:29]#[N:30])(C)C.[Sn](Cl)(Cl)(Cl)Cl>C(Cl)Cl>[C:1]1([CH3:10])[CH:6]=[CH:5][CH:4]=[C:3]([C:7]([C:29]#[N:30])=[O:8])[CH:2]=1. Procedure details: m-Toluoyl cyanide was prepared according to the general procedure reported by G. A. Olah et al. [supra]. Under dry conditions, 2.4170 g of m-toluoyl chloride (99%, Aldrich) (15.63 mmol), 40 mL of methylene chloride, freshly distilled from phosphorus pentoxide under nitrogen, and 2.4 mL of trimethylsilyl cyanide (18 mmol) were added to a 100-mL round bottom flask. To this solution 0.39 mL of tin (IV) chloride (3.3 mmol) was added. On addition of the tin (IV) chloride the color of the solution cha... The reactants are C1CCOC1, CCOC(=O)N=NC(=O)OCC, CCOC(=O)c1cccc(O)c1, OC1CCOC1, c1ccc(P(c2ccccc2)c2ccccc2)cc1. RXN SMILES: [CH2:50]1[O:51][CH2:52][CH2:53][CH2:54]1.[O:1]=[C:2]([O:3][CH2:4][CH3:5])[N:6]=[N:7][C:8]([O:9][CH2:10][CH3:11])=[O:12].[OH:13][c:14]1[cH:15][c:16]([C:20]([O:21][CH2:22][CH3:23])=[O:24])[cH:17][cH:18][cH:19]1.[OH:25][CH:26]1[CH2:27][CH2:28][O:29][CH2:30]1.[c:31]1([P:37]([c:38]2[cH:39][cH:40][cH:41][cH:42][cH:43]2)[c:44]2[cH:45][cH:46][cH:47][cH:48][cH:49]2)[cH:32][cH:33][cH:34][cH:35][cH:36]1>>[O:1]=[P:37]([c:31]1[cH:32][cH:33][cH:34][cH:35][cH:36]1)([c:38]1[cH:39][cH:40][cH:41][cH:42][cH:43]1)[c:44]1[cH:45][cH:46][cH:47][cH:48][cH:49]1. Product: O=P(c1ccccc1)(c1ccccc1)c1ccccc1.